From a dataset of the Open Reaction Database (ORD), a public repository of structured organic reaction records. describe an organic reaction: reactants, conditions, products, and yield Starting materials: CC1(Cc2ccccc2)Cc2cc(O)c(Cl)c(Cl)c2C1=O, COCCO[Al+]OCCOC, [H-], [H-], [Na+], C1CCOC1. Product: CC1(Cc2ccccc2)Cc2cc(O)c(Cl)c(Cl)c2C1O. Reaction SMILES: [CH2:1]([c:2]1[cH:3][cH:4][cH:5][cH:6][cH:7]1)[C:8]1([CH3:21])[C:9](=[O:20])[c:10]2[c:11]([Cl:19])[c:12]([Cl:18])[c:13]([OH:17])[cH:14][c:15]2[CH2:16]1.[CH3:23][O:24][CH2:25][CH2:26][O:27][Al+:28][O:29][CH2:30][CH2:31][O:32][CH3:33].[H-:22].[H-:35].[Na+:34].[O:36]1[CH2:37][CH2:38][CH2:39][CH2:40]1>>[CH2:1]([c:2]1[cH:3][cH:4][cH:5][cH:6][cH:7]1)[C:8]1([CH3:21])[CH:9]([OH:20])[c:10]2[c:11]([Cl:19])[c:12]([Cl:18])[c:13]([OH:17])[cH:14][c:15]2[CH2:16]1. The reactants are C(C)OC1=NN(C=C1CCC(=O)OCC)CC1=CC=C(C=C1)OCC=1N=C(OC1C)C=1OC=CC1 (ethyl 3-[3-ethoxy-1-[4-[2-(2-furyl)-5-methyl-4-oxazolylmethoxy]benzyl]-1H-pyrazole-4-yl]propionate), [OH-].[Na+] (sodium hydroxide), O1CCCC1 (tetrahydrofuran), C(C)O (ethanol). The solvent is Cl (hydrochloric acid). Reaction conditions: time 4 hour. Product: C(C)OC1=NN(C=C1CCC(=O)O)CC1=CC=C(C=C1)OCC=1N=C(OC1C)C=1OC=CC1 (3-[3-ethoxy-1-[4-[2-(2-furyl)-5-methyl-4-oxazolylmethoxy]benzyl]-1H-pyrazol-4-yl]propionic acid). Yield: 91.0%. Reaction SMILES: [CH2:1]([O:3][C:4]1[C:8]([CH2:9][CH2:10][C:11]([O:13]CC)=[O:12])=[CH:7][N:6]([CH2:16][C:17]2[CH:22]=[CH:21][C:20]([O:23][CH2:24][C:25]3[N:26]=[C:27]([C:31]4[O:32][CH:33]=[CH:34][CH:35]=4)[O:28][C:29]=3[CH3:30])=[CH:19][CH:18]=2)[N:5]=1)[CH3:2].[OH-].[Na+].O1CCCC1.C(O)C>Cl>[CH2:1]([O:3][C:4]1[C:8]([CH2:9][CH2:10][C:11]([OH:13])=[O:12])=[CH:7][N:6]([CH2:16][C:17]2[CH:18]=[CH:19][C:20]([O:23][CH2:24][C:25]3[N:26]=[C:27]([C:31]4[O:32][CH:33]=[CH:34][CH:35]=4)[O:28][C:29]=3[CH3:30])=[CH:21][CH:22]=2)[N:5]=1)[CH3:2] |f:1.2|. Procedure details: A mixture of ethyl 3-[3-ethoxy-1-[4-[2-(2-furyl)-5-methyl-4-oxazolylmethoxy]benzyl]-1H-pyrazole-4-yl]propionate (381 mg), 1 N aqueous sodium hydroxide solution (2 ml), tetrahydrofuran (4 ml), and ethanol (4 ml) was stirred at room temperature for four hours, diluted with 1 N hydrochloric acid (2 ml), and extracted with ethyl acetate. The ethyl acetate layer was washed with saturated aqueous sodium chloride solution, dried (MgSO4), and concentrated. The obtained colorless crystals were collected ... The reactants are Cl.N[C@@H]1[C@H]([C@H]([C@@H](C1)N1C2=NC(=NC(=C2N=C1)NCC(C1=CC=CC=C1)C1=CC=CC=C1)Cl)O)O ((1S,2R,3S,5R)-3-Amino-5-[2-chloro-6-(2,2-diphenyl-ethylamino)-purin-9-yl]-cyclopentane-1,2-diol hydrochloride), C(C)(C)N(CC)C(C)C (diisopropylethylamine), C1(CC1)C(=O)Cl (cyclopropanecarboxylic acid chloride). The solvent is C1CCOC1 (THF). Run at time 48 hour. The product is ClC1=NC(=C2N=CN(C2=N1)[C@H]1[C@@H]([C@@H]([C@H](C1)NC(=O)C1CC1)O)O)NCC(C1=CC=CC=C1)C1=CC=CC=C1 (Cyclopropanecarboxylic acid {(1S,2R,3S,4R)-4-[2-chloro-6-(2,2-diphenyl-ethylamino)-purin-9-yl]-2,3-dihydroxy-cyclopentyl}-amide). RXN SMILES: Cl.[NH2:2][C@H:3]1[CH2:7][C@@H:6]([N:8]2[CH:16]=[N:15][C:14]3[C:9]2=[N:10][C:11]([Cl:32])=[N:12][C:13]=3[NH:17][CH2:18][CH:19]([C:26]2[CH:31]=[CH:30][CH:29]=[CH:28][CH:27]=2)[C:20]2[CH:25]=[CH:24][CH:23]=[CH:22][CH:21]=2)[C@H:5]([OH:33])[C@@H:4]1[OH:34].C(N(C(C)C)CC)(C)C.[CH:44]1([C:47](Cl)=[O:48])[CH2:46][CH2:45]1>C1COCC1>[Cl:32][C:11]1[N:10]=[C:9]2[C:14]([N:15]=[CH:16][N:8]2[C@@H:6]2[CH2:7][C@H:3]([NH:2][C:47]([CH:44]3[CH2:46][CH2:45]3)=[O:48])[C@@H:4]([OH:34])[C@H:5]2[OH:33])=[C:13]([NH:17][CH2:18][CH:19]([C:26]2[CH:27]=[CH:28][CH:29]=[CH:30][CH:31]=2)[C:20]2[CH:25]=[CH:24][CH:23]=[CH:22][CH:21]=2)[N:12]=1 |f:0.1|. Procedure: A solution of (1S,2R,3S,5R)-3-Amino-5-[2-chloro-6-(2,2-diphenyl-ethylamino)-purin-9-yl]-cyclopentane-1,2-diol hydrochloride (200 mg, 0.4 mmol) in dry THF (2.5 ml) is treated with diisopropylethylamine (0.35 ml, 2 mmol) and cyclopropanecarboxylic acid chloride (0.036 ml, 0.4 mmol) and the mixture is stirred at room temperature for 48 hours. The solvent is removed under reduced pressure and the residue is purified by reverse-phase chromatography eluting with a gradient system of acetonitrile (0.1%... Reactants: [BH3-]C#N, CC(=O)[O-], CO, [NH4+], [Na+], CC(=O)CCc1c[nH]c2ccccc12. Yields the product CC(N)CCc1c[nH]c2ccccc12. Reaction SMILES: [C:20](#[N:21])[BH3-:22].[CH3:16][C:17](=[O:18])[O-:19].[CH3:24][OH:25].[NH4+:15].[Na+:23].[nH:1]1[cH:2][c:3]([CH2:10][CH2:11][C:12]([CH3:13])=[O:14])[c:4]2[cH:5][cH:6][cH:7][cH:8][c:9]12>>[nH:1]1[cH:2][c:3]([CH2:10][CH2:11][CH:12]([CH3:13])[NH2:21])[c:4]2[cH:5][cH:6][cH:7][cH:8][c:9]12. Reactants: OCCCBr, ClCCl, COc1cc2c(Oc3ccc4[nH]c(C)cc4c3F)ncnc2cc1O, CCOC(=O)N=NC(=O)OCC, c1ccc(P(c2ccccc2)c2ccccc2)cc1. Yields the product COc1cc2c(Oc3ccc4[nH]c(C)cc4c3F)ncnc2cc1OCCCBr. As a reaction SMILES: [Br:57][CH2:58][CH2:59][CH2:60][OH:61].[CH2:62]([Cl:63])[Cl:64].[F:13][c:14]1[c:15]2[cH:16][c:17]([CH3:37])[nH:18][c:19]2[cH:20][cH:21][c:22]1[O:23][c:24]1[n:25][cH:26][n:27][c:28]2[cH:29][c:30]([OH:36])[c:31]([O:34][CH3:35])[cH:32][c:33]12.[O:1]=[C:2]([O:3][CH2:4][CH3:5])[N:6]=[N:7][C:8]([O:9][CH2:10][CH3:11])=[O:12].[c:38]1([P:39]([c:40]2[cH:41][cH:42][cH:43][cH:44][cH:45]2)[c:46]2[cH:47][cH:48][cH:49][cH:50][cH:51]2)[cH:52][cH:53][cH:54][cH:55][cH:56]1>>[F:13][c:14]1[c:15]2[cH:16][c:17]([CH3:37])[nH:18][c:19]2[cH:20][cH:21][c:22]1[O:23][c:24]1[n:25][cH:26][n:27][c:28]2[cH:29][c:30]([O:36][CH2:60][CH2:59][CH2:58][Br:57])[c:31]([O:34][CH3:35])[cH:32][c:33]12. The reactants are CC(C)(C)[Si](C)(C)Cl, ClCCl, O=C(CCc1ccccc1)c1ccc(OCCO)cc1, c1c[nH]cn1. Product: CC(C)(C)[Si](C)(C)OCCOc1ccc(C(=O)CCc2ccccc2)cc1. RXN SMILES: [C:26]([CH3:27])([CH3:28])([CH3:29])[Si:30]([CH3:31])([CH3:32])[Cl:33].[Cl:34][CH2:35][Cl:36].[OH:1][CH2:2][CH2:3][O:4][c:5]1[cH:6][cH:7][c:8]([C:11]([CH2:12][CH2:13][c:14]2[cH:15][cH:16][cH:17][cH:18][cH:19]2)=[O:20])[cH:9][cH:10]1.[nH:21]1[cH:22][cH:23][n:24][cH:25]1>>[O:1]([CH2:2][CH2:3][O:4][c:5]1[cH:6][cH:7][c:8]([C:11]([CH2:12][CH2:13][c:14]2[cH:15][cH:16][cH:17][cH:18][cH:19]2)=[O:20])[cH:9][cH:10]1)[Si:30]([C:26]([CH3:27])([CH3:28])[CH3:29])([CH3:31])[CH3:32]. Reactants: 85-B, ClCCN1CCC(CC1)(F)F (1-(2-chloroethyl)-4,4-difluoropiperidine), CC1=NN2C(C=C(C=C2)O)=C1C=1SC(=C(N1)C1=CC=CC=C1)C1=NN(C=N1)C1OCCCC1 (2-methyl-3-{4-phenyl-5-[1-(tetrahydro-2H-pyran-2-yl)-1H-1,2,4-triazol-3-yl]-1,3-thiazol-2-yl}pyrazolo[1,5-a]pyridin-5-ol), C([O-])([O-])=O.[K+].[K+] (potassium carbonate). Product: FC1(CCN(CC1)CCOC1=CC=2N(C=C1)N=C(C2C=2SC(=C(N2)C2=CC=CC=C2)C2=NN(C=N2)C2OCCCC2)C)F (5-[2-(4,4-difluoropiperidin-1-yl)ethoxy]-2-methyl-3-{4-phenyl-5-[1-(tetrahydro-2H-pyran-2-yl)-1H-1,2,4-triazol-3-yl]-1,3-thiazol-2-yl}pyrazolo[1,5-a]pyridine). Yield: 90.9%. Reaction SMILES: [CH3:1][C:2]1[C:11]([C:12]2[S:13][C:14]([C:23]3[N:27]=[CH:26][N:25]([CH:28]4[CH2:33][CH2:32][CH2:31][CH2:30][O:29]4)[N:24]=3)=[C:15]([C:17]3[CH:22]=[CH:21][CH:20]=[CH:19][CH:18]=3)[N:16]=2)=[C:5]2[CH:6]=[C:7]([OH:10])[CH:8]=[CH:9][N:4]2[N:3]=1.C(=O)([O-])[O-].[K+].[K+].Cl[CH2:41][CH2:42][N:43]1[CH2:48][CH2:47][C:46]([F:50])([F:49])[CH2:45][CH2:44]1>>[F:49][C:46]1([F:50])[CH2:47][CH2:48][N:43]([CH2:42][CH2:41][O:10][C:7]2[CH:8]=[CH:9][N:4]3[N:3]=[C:2]([CH3:1])[C:11]([C:12]4[S:13][C:14]([C:23]5[N:27]=[CH:26][N:25]([CH:28]6[CH2:33][CH2:32][CH2:31][CH2:30][O:29]6)[N:24]=5)=[C:15]([C:17]5[CH:22]=[CH:21][CH:20]=[CH:19][CH:18]=5)[N:16]=4)=[C:5]3[CH:6]=2)[CH2:44][CH2:45]1 |f:1.2.3|. Reported procedure: The title compound has been prepared according to the similar manner described in 85-B (ii) using 2-methyl-3-{4-phenyl-5-[1-(tetrahydro-2H-pyran-2-yl)-1H-1,2,4-triazol-3-yl]-1,3-thiazol-2-yl}pyrazolo[1,5-a]pyridin-5-ol (100 mg, 0.218 mmol) obtained in Example 31-B-(i), potassium carbonate (75.3 mg, 0.545 mmol) and 1-(2-chloroethyl)-4,4-difluoropiperidine (80.0 mg, 0.436 mmol) obtained above. The crude product was purified by basic silica gel column chromatography (EtOAc/hexane=20/80→50/50) to gi...